This data is from the Open Reaction Database (ORD), a public repository of structured organic reaction records. The task is: describe an organic reaction: reactants, conditions, products, and yield Reactants: FC1(CC(C1)CC#N)F (2-(3,3-difluorocyclobutyl)acetonitrile), [Li+].CC(C)[N-]C(C)C (LDA), C1CCOC1 (THF), [NH4+].[Cl-] (NH4Cl), CI (MeI). Reaction conditions: time 1 hour. The product is FC1(CC(C1)C(C#N)(C)C)F (2-(3,3-Difluorocyclobutyl)-2-methylpropanenitrile). Isolated yield 41.0%. RXN SMILES: [F:1][C:2]1([F:9])[CH2:5][CH:4](CC#N)[CH2:3]1.[Li+].CC([N-][CH:15]([CH3:17])[CH3:16])C.CI.[NH4+:20].[Cl-].[CH2:22]1COCC1>>[F:1][C:2]1([F:9])[CH2:5][CH:4]([C:15]([CH3:16])([CH3:17])[C:22]#[N:20])[CH2:3]1 |f:1.2,4.5|. Procedure details: To a solution of 2-(3,3-difluorocyclobutyl)acetonitrile (300 mg, 2.288 mmol) in anhydrous THF (5 mL) was added a solution of LDA (6.86 mL, 6.86 mmol, 1 M in THF) dropwise at 0° C. and stirred at the same temperature for 1 h. MeI (0.715 mL, 11.44 mmol) was added dropwise at 0° C. and the reaction mixture was allowed to warm to RT and stir for 3 h. An aqueous saturated solution of NH4Cl was added and the compound was extracted with EtOAc (3×10 mL) The organic layer was washed with brine, dried ove...